This data is from the Open Reaction Database (ORD), a public repository of structured organic reaction records. The task is: describe an organic reaction: reactants, conditions, products, and yield Product: CCOC(=O)c1cc2cc(O)c(C)cc2[nH]1. The reactants are CCOC(=O)c1cc2cc(OC)c(C)cc2[nH]1, ClCCl. RXN SMILES: [CH2:1]([CH3:2])[O:3][C:4](=[O:5])[c:6]1[nH:7][c:8]2[cH:9][c:10]([CH3:17])[c:11]([O:15][CH3:16])[cH:12][c:13]2[cH:14]1.[Cl:18][CH2:19][Cl:20]>>[CH2:1]([CH3:2])[O:3][C:4](=[O:5])[c:6]1[nH:7][c:8]2[cH:9][c:10]([CH3:17])[c:11]([OH:15])[cH:12][c:13]2[cH:14]1. The reactants are C1(CC1)COC1=C(C=C(C=C1)S(=O)(=O)CC)C1=CN(C(C2=C1OCC(N2)=O)=O)C (8-[2-(cyclopropylmethoxy)-5-ethylsulfonylphenyl]-6-methyl-4H-pyrido[4,3-b][1,4]oxazine-3,5-dione), [H-].[H-].[H-].[H-].[Li+].[Al+3] (LAH), Cl (HCl), C(=O)(O)[O-].[Na+] (NaHCO3). Solvent: C1CCOC1 (THF), C1CCOC1 (THF), CO (methanol), O (water), CC(OCC)=O (EA), CC(OCC)=O (EA), CO (methanol), CC(OCC)=O (EA). Conditions: time 30 minute. Product: C1(CC1)COC1=C(C=C(C=C1)S(=O)(=O)CC)C1=CN(C(C2C1OCCN2)=O)C (8-[2-(cyclopropylmethoxy)-5-ethylsulfonylphenyl]-6-methyl-3,4,4a,8a-tetrahydro-2H-pyrido[4,3-b][1,4]oxazin-5-one). RXN SMILES: [CH:1]1([CH2:4][O:5][C:6]2[CH:11]=[CH:10][C:9]([S:12]([CH2:15][CH3:16])(=[O:14])=[O:13])=[CH:8][C:7]=2[C:17]2[C:22]3[O:23][CH2:24][C:25](=O)[NH:26][C:21]=3[C:20](=[O:28])[N:19]([CH3:29])[CH:18]=2)[CH2:3][CH2:2]1.[H-].[H-].[H-].[H-].[Li+].[Al+3].Cl.C([O-])(O)=O.[Na+]>C1COCC1.CC(=O)OCC.CO.O>[CH:1]1([CH2:4][O:5][C:6]2[CH:11]=[CH:10][C:9]([S:12]([CH2:15][CH3:16])(=[O:13])=[O:14])=[CH:8][C:7]=2[C:17]2[CH:22]3[O:23][CH2:24][CH2:25][NH:26][CH:21]3[C:20](=[O:28])[N:19]([CH3:29])[CH:18]=2)[CH2:3][CH2:2]1 |f:1.2.3.4.5.6,8.9|. Reported procedure: The title compound of Example 365, step 3 in anhydrous THF was treated with excess 1M LAH in THF at room temperature. After about 30 min, ice, water, methanol and 1M HCl were added followed by saturated aqueous NaHCO3 and EA extractive work up. Silica gel chromatography (EA, followed by 5% methanol in EA) gave the title compound as a clear glass. 1H NMR: (DMSO-d6, 400 MHz) δ ppm 0.32 (br. s., 2H) 0.54 (br. s., 2H) 1.03-1.30 (m, 4H) 3.45 (br. s., 3H) 3.94 (br. s., 2H) 4.09 (br. s., 2H) 5.03 (br. ... Starting materials: CCCC1=C(C=CC(=C1O)C(=O)C)O (2,4-dihydroxy-3-propylacetophenone), N1CCCC1 (pyrrolidine), 3A. Run in C1(=CC=CC=C1)C (toluene). Yields the product C(CC=C)C1(OC2=C(C(C1)=O)C=CC(=C2CCC)O)CCC=C (2,2-bis(but-3-enyl)-2,3-dihydro-8-propyl-7-hydroxy-4H-1-benzopyran-4-one). Yield: 208.4%. Reaction SMILES: [CH3:1][CH2:2][CH2:3][C:4]1[C:9]([OH:10])=[C:8]([C:11]([CH3:13])=[O:12])[CH:7]=[CH:6][C:5]=1[OH:14].N1[CH2:19][CH2:18][CH2:17][CH2:16]1>C1(C)C=CC=CC=1>[CH2:16]([C:5]1([CH2:4][CH2:3][CH:2]=[CH2:1])[CH2:13][C:11](=[O:12])[C:8]2[CH:7]=[CH:6][C:5]([OH:14])=[C:4]([CH2:3][CH2:2][CH3:1])[C:9]=2[O:10]1)[CH2:17][CH:18]=[CH2:19]. Reported procedure: A mixture of 719 mg (5.21 mmol) of the title product of Example 63, 970 mg (5.00 mmol) of 2,4-dihydroxy-3-propylacetophenone, 360 mg (5.00 mmol) of pyrrolidine, and 5.5 ml of toluene containing 2.0 g of 3A molecular sieves was stirred at reflux for six hours, then kept overnight at room temperature. The solution was then decanted from the sieves, and the sieves were washed with methylene chloride. The solvent was then removed under reduced pressure. Chromatography of the residue over silica gel,... The reactants are C(#N)C=1C(=C(SC1I)C(=O)OCC)C1=C(C=C(C=C1)Cl)Cl (ethyl 4-cyano-3-(2,4-dichlorophenyl)-5-iodothiophene-2-carboxylate), [OH-].[Na+] (sodium hydroxide). Run in O1CCCC1 (tetrahydrofuran), O (water), O (water). Conditions: time 8 hour. The product is C(#N)C=1C(=C(SC1I)C(=O)O)C1=C(C=C(C=C1)Cl)Cl (4-cyano-3-(2,4-dichlorophenyl)-5-iodothiophene-2-carboxylic acid). Yield: 111.2%. As a reaction SMILES: [C:1]([C:3]1[C:4]([C:14]2[CH:19]=[CH:18][C:17]([Cl:20])=[CH:16][C:15]=2[Cl:21])=[C:5]([C:9]([O:11]CC)=[O:10])[S:6][C:7]=1[I:8])#[N:2].[OH-].[Na+]>O1CCCC1.O>[C:1]([C:3]1[C:4]([C:14]2[CH:19]=[CH:18][C:17]([Cl:20])=[CH:16][C:15]=2[Cl:21])=[C:5]([C:9]([OH:11])=[O:10])[S:6][C:7]=1[I:8])#[N:2] |f:1.2|. Reported procedure: To a solution of ethyl 4-cyano-3-(2,4-dichlorophenyl)-5-iodothiophene-2-carboxylate (1.44 g, 0.00318 mol) in tetrahydrofuran (20 mL) and water (10 mL) was added a solution of 1.00M sodium hydroxide in water (16 mL). The solution was allowed to stir overnight. The reaction was quenched with a solution of 1N hydrogen chloride in water (18 mL) and extracted with ethyl acetate. The organic extracts were washed with brine, dried over anhydrous sodium sulfate, filtered and concentrated in vacuo to aff... Starting materials: CC(=O)OC(C)=O, C=C1OC(=NO)C(c2ccccc2)C(=O)N1C(C)(C)C(=O)Nc1cc(Cl)cc(Cl)c1, c1ccncc1. Product: C=C1OC(=NOC(C)=O)C(c2ccccc2)C(=O)N1C(C)(C)C(=O)Nc1cc(Cl)cc(Cl)c1. RXN SMILES: [CH3:1][C:2](=[O:3])[O:4][C:5](=[O:6])[CH3:7].[Cl:8][c:9]1[cH:10][c:11]([NH:16][C:17]([C:18]([CH3:19])([CH3:20])[N:21]2[C:22](=[CH2:36])[O:23][C:24](=[N:34][OH:35])[CH:25]([c:28]3[cH:29][cH:30][cH:31][cH:32][cH:33]3)[C:26]2=[O:27])=[O:37])[cH:12][c:13]([Cl:15])[cH:14]1.[cH:38]1[cH:39][cH:40][n:41][cH:42][cH:43]1>>[CH3:1][C:2](=[O:3])[O:35][N:34]=[C:24]1[O:23][C:22](=[CH2:36])[N:21]([C:18]([C:17]([NH:16][c:11]2[cH:10][c:9]([Cl:8])[cH:14][c:13]([Cl:15])[cH:12]2)=[O:37])([CH3:19])[CH3:20])[C:26](=[O:27])[CH:25]1[c:28]1[cH:29][cH:30][cH:31][cH:32][cH:33]1. Starting materials: C(C)(=O)NNC1=NC(=NC=C1)C1=CC=CC=C1 (1-acetyl-2-(2-phenylpyrimidin-4-yl)hydrazine), P(=O)(Cl)(Cl)Cl (phosphorus oxychloride), [Cl-] (chloride). Run at time 7 hour. Yields the product CC1=NC(=NN1)C=CNC(C1=CC=CC=C1)=O (N-[2-(5-Methyl-1,2,4-triazol-3-yl)ethenyl]benzamide). Reaction SMILES: [C:1]([NH:4][NH:5][C:6]1[CH:11]=[CH:10][N:9]=[C:8]([C:12]2[CH:17]=[CH:16][CH:15]=[CH:14][CH:13]=2)[N:7]=1)(=O)[CH3:2].P(Cl)(Cl)(Cl)=[O:19].[Cl-]>>[CH3:2][C:1]1[NH:4][N:5]=[C:6]([CH:11]=[CH:10][NH:9][C:8](=[O:19])[C:12]2[CH:17]=[CH:16][CH:15]=[CH:14][CH:13]=2)[N:7]=1. Procedure details: A mixture of 1.0 g. of 1-acetyl-2-(2-phenylpyrimidin-4-yl)hydrazine and 10 ml. of phosphorus oxychloride is heated to the reflux temperature, with stirring, for 7 hours. The mixture is cooled to room temperature, melthylene chloride is added and evaporated under reduced pressure to remove excess phosphorus oxychloride. This is repeated, and the residue is taken up in methylene chloride; the organic layer is washed thoroughly with 5% sodium bicarbonate solution, then with water, dried over anhydr... Reactants: CN(C)C=O, ClCCl, N#CCCl, [Na+], [S-]c1cnns1. Product: N#CCSc1cnns1. RXN SMILES: [CH3:15][N:16]([CH3:17])[CH:18]=[O:19].[Cl:12][CH2:13][Cl:14].[Cl:8][CH2:9][C:10]#[N:11].[Na+:7].[s:1]1[n:2][n:3][cH:4][c:5]1[S-:6]>>[s:1]1[n:2][n:3][cH:4][c:5]1[S:6][CH2:9][C:10]#[N:11]. Starting materials: FC1=CC=C(C=C1)C=1C=C2C=CC(=CC2=CC1)S(=O)[O-].[Na+] (sodium 6-(4-fluorophenyl)naphthalene-2-sulfinate), BrC1=C(C=CC=C1)[C@H](C)O ((1S)-1-(2-bromophenyl)ethanol), N.O (ammonia water). The reagents and catalysts are [Cu]I (copper(I) iodide). Run in CS(=O)C (dimethyl sulfoxide). Run at time 2 hour. Yields the product FC1=CC=C(C=C1)C=1C=C2C=CC(=CC2=CC1)S(=O)(=O)C1=C(C=CC=C1)[C@H](C)O ((1S)-1-(2-{[6-(4-Fluorophenyl)-2-naphthyl]sulfonyl}phenyl)ethanol). Isolated yield 29.5%. As a reaction SMILES: [F:1][C:2]1[CH:7]=[CH:6][C:5]([C:8]2[CH:9]=[C:10]3[C:15](=[CH:16][CH:17]=2)[CH:14]=[C:13]([S:18]([O-:20])=[O:19])[CH:12]=[CH:11]3)=[CH:4][CH:3]=1.[Na+].Br[C:23]1[CH:28]=[CH:27][CH:26]=[CH:25][C:24]=1[C@@H:29]([OH:31])[CH3:30].N.O>CS(C)=O.[Cu]I>[F:1][C:2]1[CH:7]=[CH:6][C:5]([C:8]2[CH:9]=[C:10]3[C:15](=[CH:16][CH:17]=2)[CH:14]=[C:13]([S:18]([C:23]2[CH:28]=[CH:27][CH:26]=[CH:25][C:24]=2[C@@H:29]([OH:31])[CH3:30])(=[O:20])=[O:19])[CH:12]=[CH:11]3)=[CH:4][CH:3]=1 |f:0.1,3.4|. Procedure details: A mixture of sodium 6-(4-fluorophenyl)naphthalene-2-sulfinate (340 mg, 1.1 mmol), (1S)-1-(2-bromophenyl)ethanol (205 mg, 1.0 mmol) and copper(I) iodide (0.95 g, 4.99 mmol) in dimethyl sulfoxide (10 mL) was degassed and the flask placed in an oil bath at 110° C. The reaction mixture was stirred at this temperature for 2 hours. The cooled reaction mixture was poured into concentrated ammonia/water (1:1; 100 mL) and extracted with diethyl ether (4×50 mL). The extracts were washed with water then br...